Dataset: the Open Reaction Database (ORD), a public repository of structured organic reaction records. Task: describe an organic reaction: reactants, conditions, products, and yield Starting materials: CC1(C)C(C(=O)c2cn(CC3CCOCC3)c3c(OCc4ccccc4)cccc23)C1(C)C, CCO, CCOC(C)=O. Product: CC1(C)C(C(=O)c2cn(CC3CCOCC3)c3c(O)cccc23)C1(C)C. Reaction SMILES: [CH2:1]([c:2]1[cH:3][cH:4][cH:5][cH:6][cH:7]1)[O:8][c:9]1[cH:10][cH:11][cH:12][c:13]2[c:14]([C:25](=[O:26])[CH:27]3[C:28]([CH3:32])([CH3:33])[C:29]3([CH3:30])[CH3:31])[cH:15][n:16]([CH2:18][CH:19]3[CH2:20][CH2:21][O:22][CH2:23][CH2:24]3)[c:17]12.[CH3:34][CH2:35][OH:36].[CH3:37][CH2:38][O:39][C:40]([CH3:41])=[O:42]>>[OH:8][c:9]1[cH:10][cH:11][cH:12][c:13]2[c:14]([C:25](=[O:26])[CH:27]3[C:28]([CH3:32])([CH3:33])[C:29]3([CH3:30])[CH3:31])[cH:15][n:16]([CH2:18][CH:19]3[CH2:20][CH2:21][O:22][CH2:23][CH2:24]3)[c:17]12. The reactants are C(c1cc(ccc1O)F)=O, CC1=CN=C(C=C1)N, [C-]#[N+]C1CCCCC1. Reagents/catalysts: O=C(O)C(F)(F)F (trifluoroacetic acid). Run in CC(C)O (isopropyl alcohol), CC(C)O (isopropylalcohol). Conditions: temperature 22 celsius, time 20 hour. The product is Cc1ccc2nc(c3cc(ccc3O)F)c(NC3CCCCC3)n2c1. Isolated yield 47.0%. Reaction SMILES: CC1=CC=C(N)N=C1.[C-]#[N+]C1CCCCC1.OC1=C(C=O)C=C(F)C=C1>>CC1=CN2C(C=C1)=NC(=C2NC1CCCCC1)C1=C(O)C=CC(F)=C1. The reactants are N#Cc1ccc(CBr)cc1, CC(C)(C)S, [H-], [Na+], CN(C)C=O. Product: CC(C)(C)SCc1ccc(C#N)cc1. As a reaction SMILES: [Br:8][CH2:9][c:10]1[cH:11][cH:12][c:13]([C:14]#[N:15])[cH:16][cH:17]1.[CH3:3][C:4]([CH3:5])([CH3:6])[SH:7].[H-:1].[Na+:2].[O:18]=[CH:19][N:20]([CH3:21])[CH3:22]>>[CH3:3][C:4]([CH3:5])([CH3:6])[S:7][CH2:9][c:10]1[cH:11][cH:12][c:13]([C:14]#[N:15])[cH:16][cH:17]1. Reactants: CN(C)C=O, O=C(Cl)C(=O)Cl, O=C(O)c1cc2cc(Cl)ccc2[nH]1, ClCCl. The product is O=C(Cl)c1cc2cc(Cl)ccc2[nH]1. As a reaction SMILES: [CH3:20][N:21]([CH3:22])[CH:23]=[O:24].[Cl:14][C:15]([C:16]([Cl:17])=[O:18])=[O:19].[Cl:1][c:2]1[cH:3][c:4]2[cH:5][c:6]([C:11](=[O:12])[OH:13])[nH:7][c:8]2[cH:9][cH:10]1.[Cl:25][CH2:26][Cl:27]>>[Cl:1][c:2]1[cH:3][c:4]2[cH:5][c:6]([C:11](=[O:13])[Cl:14])[nH:7][c:8]2[cH:9][cH:10]1. Reactants: FC(S(=O)(=O)OS(=O)(=O)C(F)(F)F)(F)F (Trifluoromethanesulphonic anhydride), CN1C(C=C(C=C1C)O)=O (1,6-dimethyl-4-hydroxypyridin-2-one). Solvent: C(Cl)Cl (methylene chloride). Run at time 18 hour. Product: CN1C(C=C(C=C1C)OS(=O)(=O)C(F)(F)F)=O (1,6-dimethyl-4-(trifluoromethanesulphonyloxy)-2-pyridone). Reaction SMILES: [F:1][C:2]([F:15])([F:14])[S:3]([O:6]S(C(F)(F)F)(=O)=O)(=[O:5])=[O:4].[CH3:16][N:17]1[C:22]([CH3:23])=[CH:21][C:20](O)=[CH:19][C:18]1=[O:25]>C(Cl)Cl>[CH3:16][N:17]1[C:22]([CH3:23])=[CH:21][C:20]([O:6][S:3]([C:2]([F:15])([F:14])[F:1])(=[O:5])=[O:4])=[CH:19][C:18]1=[O:25]. Reported procedure: Trifluoromethanesulphonic anhydride (0.85 ml, 5 mM) was added dropwise to a stirred solution of 1,6-dimethyl-4-hydroxypyridin-2-one [0.7 g, 5 mM] (obtainable as described by Castillo et al., Bull. Soc. Chim. France, 1982, 257) in dry methylene chloride (15 ml). The resulting solution was kept at room temperature for 18 hours, washed with aqueous sodium carbonate solution, dried (MgSO4) and the solvent evaporated. The residual solid was purified by flash chromatography (Merck 9385) using ether as... Starting materials: C(CCCCCCCCC)P(O)O (n-decylphosphonous acid), [OH-].[Na+] (sodium hydroxide), S([O-])(O)=O.[Na+] (sodium bisulfite), Cl (HCl), [O-][Mn](=O)(=O)=O.[K+] (KMnO4), P(O)O (phosphonous acid). Run in CC(=O)C (acetone), O (water), O (water), O (water). Product: C(CCCCCCCCC)P(O)(O)=O (n-Decylphosphonic acid). Reaction SMILES: [CH2:1]([P:11]([OH:13])[OH:12])[CH2:2][CH2:3][CH2:4][CH2:5][CH2:6][CH2:7][CH2:8][CH2:9][CH3:10].[OH-].[Na+].[O-:16][Mn](=O)(=O)=O.[K+].P(O)O.Cl.S(=O)(O)[O-].[Na+]>CC(C)=O.O>[CH2:1]([P:11](=[O:16])([OH:13])[OH:12])[CH2:2][CH2:3][CH2:4][CH2:5][CH2:6][CH2:7][CH2:8][CH2:9][CH3:10] |f:1.2,3.4,7.8|. Reported procedure: To a solution of n-decylphosphonous acid (1 g, 0.0048 mole) in acetone (10 ml) and water (10 ml) was added a solution of sodium hydroxide (0.19 gm, 0.0047 mole) in water (5 ml) until a pH of about 7 was reached. A solution of KMnO4 (0.46 gm, 0.0029 mole) in water (5 ml) was added solwly to the vigorously stirred solution of phosphonous acid at 20-25° C. After the addition (5 minutes), the reaction mixture was stirred for minutes at ambient temperature and acidified with concentrated HCl acid unt... Starting materials: C(C)(=O)O (acetic acid), N1=CC=C(C=C1)CO (4-pyridylcarbinol), [Li+].CC(C)[N-]C(C)C (LDA), C(C)(C)(C)OC(=O)N1CCN(CC1)C1=NC(=C(N=C1Cl)C#N)C#N (3′-Chloro-5′,6′-dicyano-2,3,5,6-tetrahydro-[1,2′]bipyrazinyl-4-carboxylic acid tert-butyl ester). The solvent is O1CCCC1 (tetrahydrofuran), C1CCOC1 (THF). Run at temperature 0 celsius, time 15 minute. Product: C(C)(C)(C)OC(=O)N1CCN(CC1)C1=NC(=C(N=C1OCC1=CC=NC=C1)C#N)C#N (5′,6′-Dicyano-3′-(pyridin-4-ylmethoxy)-2,3,5,6-tetrahydro-[1,2′]bipyrazinyl-4-carboxylic acid tert-butyl ester). The yield is 81.8%. RXN SMILES: [N:1]1[CH:6]=[CH:5][C:4]([CH2:7][OH:8])=[CH:3][CH:2]=1.[Li+].CC([N-]C(C)C)C.[C:17]([O:21][C:22]([N:24]1[CH2:29][CH2:28][N:27]([C:30]2[C:35](Cl)=[N:34][C:33]([C:37]#[N:38])=[C:32]([C:39]#[N:40])[N:31]=2)[CH2:26][CH2:25]1)=[O:23])([CH3:20])([CH3:19])[CH3:18].C(O)(=O)C>C1COCC1>[C:17]([O:21][C:22]([N:24]1[CH2:29][CH2:28][N:27]([C:30]2[C:35]([O:8][CH2:7][C:4]3[CH:5]=[CH:6][N:1]=[CH:2][CH:3]=3)=[N:34][C:33]([C:37]#[N:38])=[C:32]([C:39]#[N:40])[N:31]=2)[CH2:26][CH2:25]1)=[O:23])([CH3:20])([CH3:18])[CH3:19] |f:1.2|. Reported procedure: To a solution of 4-pyridylcarbinol (0.44 mmol, 45 mg) and anhydrous tetrahydrofuran (3 ml) cooled at 0° C. was added LDA (2M, 0.6 mmol, 300 ul). The mixture was stirred at 0° C. for 15 minutes. A solution of 3′-Chloro-5′,6′-dicyano-2,3,5,6-tetrahydro-[1,2′]bipyrazinyl-4-carboxylic acid tert-butyl ester (0.29 mmol, 100 mg) in THF (2 ml) was then added to the cold mixture and stirred at 0° C. for 1 hour. Reaction mixture was poured onto 0.5M acetic acid and extracted with ethyl acetate. The crude ... The reactants are 1E, BrC1=C2C(C(N(C2=CC=C1)CCCCC)=O)C1=CC2=C(OCO2)C=C1O (4-bromo-3-(6-hydroxy-1,3-benzodioxol-5-yl)-1-pentyl-1,3-dihydro-2H-indol-2-one), OC1=CC2=C(CCO2)C=C1C1C(N(C2=CC=CC=C12)CCCCC)=O (3-(6-hydroxy-2,3-dihydro-1-benzofuran-5-yl)-1-pentyl-1,3-dihydro-2H-indol-2-one). Product: OC1=CC2=C(CCO2)C=C1C1(C(N(C2=CC=CC=C12)CCCCC)=O)CO (3-(6-hydroxy-2,3-dihydro-1-benzofuran-5-yl)-3-(hydroxymethyl)-1-pentyl-1,3-dihydro-2H-indol-2-one). As a reaction SMILES: BrC1C=CC=C2C=1C(C1C(O)=CC3OCOC=3C=1)[C:5](=[O:16])N2CCCCC.[OH:27][C:28]1[C:36]([CH:37]2[C:45]3[C:40](=[CH:41][CH:42]=[CH:43][CH:44]=3)[N:39]([CH2:46][CH2:47][CH2:48][CH2:49][CH3:50])[C:38]2=[O:51])=[CH:35][C:31]2[CH2:32][CH2:33][O:34][C:30]=2[CH:29]=1>>[OH:27][C:28]1[C:36]([C:37]2([CH2:5][OH:16])[C:45]3[C:40](=[CH:41][CH:42]=[CH:43][CH:44]=3)[N:39]([CH2:46][CH2:47][CH2:48][CH2:49][CH3:50])[C:38]2=[O:51])=[CH:35][C:31]2[CH2:32][CH2:33][O:34][C:30]=2[CH:29]=1. Procedure: Following the procedure as described in PREPARATION 1E, and making non-critical variations to replace 4-bromo-3-(6-hydroxy-1,3-benzodioxol-5-yl)-1-pentyl-1,3-dihydro-2H-indol-2-one with 3-(6-hydroxy-2,3-dihydro-1-benzofuran-5-yl)-1-pentyl-1,3-dihydro-2H-indol-2-one, the title compound was obtained (46%): MS (ES+) m/z 368.3 (M+1), 380.4 (M+23).